From a dataset of the Open Reaction Database (ORD), a public repository of structured organic reaction records. describe an organic reaction: reactants, conditions, products, and yield Reported procedure: A solution of α,α-dimethyl-2-(phenylmethoxy)-benzeneacetamide (Example 198c, 19.45 g) dissolved in acetonitrile (200 mL) and water (200 mL) was treated with (Bis(trifluoroacetoxy)iodo)benzene (31.1 g) under nitrogen. The resulting solution was stirred at 20° C. for 60 h. The reaction mixture was diluted with water (300 mL), and extracted with diethyl ether. The aqueous layer was basified at 0° C. with 2M NaOH solution and extracted with ethyl acetate. The organic was dried (MgSO4), filtered and ... The product is CC(N)(C1=C(C=CC=C1)OCC1=CC=CC=C1)C (α,α-Dimethyl-2-(phenylmethoxy)-benzenemethanamine). Reactants: CC(C(=O)N)(C1=C(C=CC=C1)OCC1=CC=CC=C1)C (α,α-dimethyl-2-(phenylmethoxy)-benzeneacetamide), C(C)#N (acetonitrile), FC(C(=O)OI(OC(C(F)(F)F)=O)C1=CC=CC=C1)(F)F ((Bis(trifluoroacetoxy)iodo)benzene). The solvent is O (water), O (water). Reaction SMILES: [CH3:1][C:2](C)([C:6]1[CH:11]=[CH:10][CH:9]=[CH:8][C:7]=1[O:12][CH2:13][C:14]1[CH:19]=[CH:18][CH:17]=[CH:16][CH:15]=1)[C:3](N)=O.FC(F)(F)C(OI(C1C=CC=CC=1)OC(=O)C(F)(F)F)=O.C(#[N:44])C>O>[CH3:1][C:2]([CH3:3])([C:6]1[CH:11]=[CH:10][CH:9]=[CH:8][C:7]=1[O:12][CH2:13][C:14]1[CH:19]=[CH:18][CH:17]=[CH:16][CH:15]=1)[NH2:44]. Run at temperature 20 celsius, time 60 hour. Starting materials: N(=O)[O-].[Na+] (sodium nitrite), ice, ClC1=C(C=C2C(=CC(N2)=O)O)C=CC=C1Cl (5-(2,3-dichlorobenzylidene)-4-hydroxy-1,5-dihydropyrrol-2-one). Solvent: C(C)(=O)O (acetic acid). Conditions: time 30 minute. Yields the product ClC1=C(C=C2C(C(C(N2)=O)=NO)=O)C=CC=C1Cl (5-(2,3-Dichlorobenzylidene)-pyrrolidine-2,3,4-trione 3-oxime). Reaction SMILES: [N:1]([O-:3])=O.[Na+].[Cl:5][C:6]1[C:19]([Cl:20])=[CH:18][CH:17]=[CH:16][C:7]=1[CH:8]=[C:9]1[NH:13][C:12](=[O:14])[CH:11]=[C:10]1[OH:15]>C(O)(=O)C>[Cl:5][C:6]1[C:19]([Cl:20])=[CH:18][CH:17]=[CH:16][C:7]=1[CH:8]=[C:9]1[NH:13][C:12](=[O:14])[C:11](=[N:1][OH:3])[C:10]1=[O:15] |f:0.1|. Procedure: An aqueous solution of 1.1 mmol (0.075 g) sodium nitrite was added dropwise to an ice-cooled solution of 2 mmol 5-(2,3-dichlorobenzylidene)-4-hydroxy-1,5-dihydropyrrol-2-one (prepared in accordance with H. Poschenrieder et al (Arch. Pharm. Pharm. Med. Chem. 1998, 331, 389-394) and H.-D. Stachel et al (J. Heterocycl. Chem. 1980, vol. 17, pp. 1195-1199) and Liebigs Ann. Chem. 1985, pp. 1692-1696)) in 5 ml glacial acetic acid, while stirring. The resulting solution was then stirred at room temperat... Reactants: CCC(Oc1ccc(C(=O)C(NC(=O)c2ccc(C(=N)N)cc2)C(C)C)cc1)C(=O)O, CCO, Cl, O=C(O)C(F)(F)F, [Na+], [OH-], O. Product: CC(C)C(NC(=O)c1ccc(C(=N)N)cc1)C(=O)c1ccc(OCC(=O)O)cc1, Cl. Reaction SMILES: [CH2:8]([CH3:9])[CH:10]([C:11](=[O:12])[OH:13])[O:14][c:15]1[cH:16][cH:17][c:18]([C:21]([CH:22]([CH:23]([CH3:24])[CH3:25])[NH:26][C:27]([c:28]2[cH:29][cH:30][c:31]([C:34](=[NH:35])[NH2:36])[cH:32][cH:33]2)=[O:37])=[O:38])[cH:19][cH:20]1.[CH3:42][CH2:43][OH:44].[ClH:41].[F:1][C:2]([F:3])([F:4])[C:5]([OH:6])=[O:7].[Na+:40].[OH-:39].[OH2:45]>>[CH2:10]([C:11](=[O:12])[OH:13])[O:14][c:15]1[cH:16][cH:17][c:18]([C:21]([CH:22]([CH:23]([CH3:24])[CH3:25])[NH:26][C:27]([c:28]2[cH:29][cH:30][c:31]([C:34](=[NH:35])[NH2:36])[cH:32][cH:33]2)=[O:37])=[O:38])[cH:19][cH:20]1.[ClH:41]. Starting materials: CC(=O)OC(C)=O, CC(=O)[O-], CC12CCC(O)CC1CCC1C2CCC2(C)C(=O)CCC12O, c1ccncc1. The product is CC(=O)OC1CCC2(C)C(CCC3C2CCC2(C)C(=O)CCC32O)C1. As a reaction SMILES: [CH3:23][C:24](=[O:25])[O:26][C:27](=[O:28])[CH3:29].[CH3:30][C:31](=[O:32])[O-:33].[OH:1][CH:2]1[CH2:3][CH:4]2[CH2:5][CH2:6][CH:7]3[C:8]4([OH:22])[CH2:9][CH2:10][C:11](=[O:21])[C:12]4([CH3:13])[CH2:14][CH2:15][CH:16]3[C:17]2([CH3:20])[CH2:18][CH2:19]1.[cH:34]1[cH:35][cH:36][n:37][cH:38][cH:39]1>>[O:1]([CH:2]1[CH2:3][CH:4]2[CH2:5][CH2:6][CH:7]3[C:8]4([OH:22])[CH2:9][CH2:10][C:11](=[O:21])[C:12]4([CH3:13])[CH2:14][CH2:15][CH:16]3[C:17]2([CH3:20])[CH2:18][CH2:19]1)[C:24]([CH3:23])=[O:25]. RXN SMILES: [CH3:1][C:2]1[CH:11]=[CH:10][C:5]([CH:6]=[CH:7][CH2:8][OH:9])=[CH:4][CH:3]=1.[CH:12]1([CH2:15][CH2:16][CH2:17][CH2:18][CH2:19][CH2:20][CH2:21][CH2:22][C:23](Cl)=[O:24])[CH2:14][CH2:13]1.N1C=CC=CC=1.Cl.[NH+]1C=CC=CC=1>CCOCC.O>[CH:12]1([CH2:15][CH2:16][CH2:17][CH2:18][CH2:19][CH2:20][CH2:21][CH2:22][C:23]([O:9][CH2:8][CH:7]=[CH:6][C:5]2[CH:10]=[CH:11][C:2]([CH3:1])=[CH:3][CH:4]=2)=[O:24])[CH2:13][CH2:14]1 |f:3.4|. Procedure: To a solution of 2.5 g. p-methylcinnamyl alcohol in 50 ml. ether at 0° under nitrogen is added 4.9 g. 9-cyclopropylnonanoyl chloride and 3.6 ml. pyridine. The reaction mixture is allowed to warm to room temperature and is then stirred for ten days. Water is then added to dissolve the pyridinium hydrochloride and form a second liquid phase. This mixture is stirred for 4 hours to hydrolyze the excess acid chloride and the mixture is then diluted with a mixture of ether and water. The ether phase i... Solvent: O (Water), CCOCC (ether), CCOCC (ether), O (water). Product: C1(CC1)CCCCCCCCC(=O)OCC=CC1=CC=C(C=C1)C (p-methylcinnamyl 9-cyclopropylnonanoate). Starting materials: CC1=CC=C(C=CCO)C=C1 (p-methylcinnamyl alcohol), Cl.[NH+]1=CC=CC=C1 (pyridinium hydrochloride), acid chloride, C1(CC1)CCCCCCCCC(=O)Cl (9-cyclopropylnonanoyl chloride), N1=CC=CC=C1 (pyridine). Reactants: CC(=O)O[BH-](OC(C)=O)OC(C)=O, O=C([O-])O, CC(=O)O, ClC(Cl)Cl, O=CCn1c(=O)ccc2cc([N+](=O)[O-])ccc21, [Na+], [Na+], CC(C)(C)OC(=O)N(Cc1ccc2c(c1)OCCO2)C1CCNCC1. The product is CC(C)(C)OC(=O)N(Cc1ccc2c(c1)OCCO2)C1CCN(CCn2c(=O)ccc3cc([N+](=O)[O-])ccc32)CC1. Reaction SMILES: [C:43]([O:44][BH-:45]([O:46][C:47](=[O:48])[CH3:49])[O:50][C:51](=[O:52])[CH3:53])(=[O:54])[CH3:55].[C:57](=[O:58])([O-:59])[OH:60].[CH3:62][C:63](=[O:64])[OH:65].[CH:66]([Cl:67])([Cl:68])[Cl:69].[N+:26](=[O:27])([O-:28])[c:29]1[cH:30][c:31]2[cH:32][cH:33][c:34](=[O:42])[n:35]([CH2:39][CH:40]=[O:41])[c:36]2[cH:37][cH:38]1.[Na+:56].[Na+:61].[O:1]1[CH2:2][CH2:3][O:4][c:5]2[c:6]1[cH:7][cH:8][c:9]([CH2:11][N:12]([C:13]([O:14][C:15]([CH3:16])([CH3:17])[CH3:18])=[O:19])[CH:20]1[CH2:21][CH2:22][NH:23][CH2:24][CH2:25]1)[cH:10]2>>[O:1]1[CH2:2][CH2:3][O:4][c:5]2[c:6]1[cH:7][cH:8][c:9]([CH2:11][N:12]([C:13]([O:14][C:15]([CH3:16])([CH3:17])[CH3:18])=[O:19])[CH:20]1[CH2:21][CH2:22][N:23]([CH2:40][CH2:39][n:35]3[c:34](=[O:42])[cH:33][cH:32][c:31]4[cH:30][c:29]([N+:26](=[O:27])[O-:28])[cH:38][cH:37][c:36]43)[CH2:24][CH2:25]1)[cH:10]2. The reactants are CN1CCC(O)(c2cccc3ccc(O)cc23)CC1, C1COCCO1, Cc1ccc(S(=O)(=O)O)cc1. The product is CN1CC=C(c2cccc3ccc(O)cc23)CC1. RXN SMILES: [CH3:1][N:2]1[CH2:3][CH2:4][C:5]([OH:8])([c:9]2[cH:10][cH:11][cH:12][c:13]3[cH:14][cH:15][c:16]([OH:19])[cH:17][c:18]23)[CH2:6][CH2:7]1.[O:31]1[CH2:32][CH2:33][O:34][CH2:35][CH2:36]1.[c:20]1([CH3:21])[cH:22][cH:23][c:24]([S:25]([OH:26])(=[O:27])=[O:28])[cH:29][cH:30]1>>[CH3:1][N:2]1[CH2:3][CH:4]=[C:5]([c:9]2[cH:10][cH:11][cH:12][c:13]3[cH:14][cH:15][c:16]([OH:19])[cH:17][c:18]23)[CH2:6][CH2:7]1. The reactants are CC(=O)[O-], CCOC(=O)C(C)=O, Cl, NNC(N)=O, [Na+], O. The product is CCOC(=O)C(C)=NNC(N)=O. Reaction SMILES: [C:15]([O-:16])(=[O:17])[CH3:18].[C:7]([C:8](=[O:9])[CH3:10])(=[O:11])[O:12][CH2:13][CH3:14].[ClH:1].[NH2:2][NH:3][C:4](=[O:5])[NH2:6].[Na+:19].[OH2:20]>>[N:2]([NH:3][C:4](=[O:5])[NH2:6])=[C:8]([C:7](=[O:11])[O:12][CH2:13][CH3:14])[CH3:10]. Reactants: COC(=O)NC(=S)Nc1ccccc1NC(=O)CCl, CNC, c1ccccc1. As a reaction SMILES: [CH3:1][O:2][C:3](=[O:4])[NH:5][C:6](=[S:7])[NH:8][c:9]1[c:10]([NH:15][C:16]([CH2:17][Cl:18])=[O:19])[cH:11][cH:12][cH:13][cH:14]1.[CH3:20][NH:21][CH3:22].[cH:23]1[cH:24][cH:25][cH:26][cH:27][cH:28]1>>[CH3:1][O:2][C:3](=[O:4])[NH:5][C:6](=[S:7])[NH:8][c:9]1[c:10]([NH:15][C:16]([CH2:17][N:21]([CH3:20])[CH3:22])=[O:19])[cH:11][cH:12][cH:13][cH:14]1.[ClH:18]. Yields the product COC(=O)NC(=S)Nc1ccccc1NC(=O)CN(C)C, Cl. Starting materials: OC(C(S(=O)(=O)N)C1=CC=C(C=C1)CCN1CCOCC1)(C)C (2-Hydroxy-2-methyl-1-[4-(2-morpholin-4-ylethyl)phenyl]propane-1-sulfonamide), C(OC)(OC)(OC)OC (tetramethyl orthocarbonate). Run in C(C)(=O)O (acetic acid). Yields the product COC=1OC(C(S(N1)(=O)=O)C1=CC=C(C=C1)CCN1CCOCC1)(C)C (2-Methoxy-6,6-dimethyl-5-[4-(2-morpholin-4-ylethyl)phenyl]-5,6-dihydro-[1,4,3]oxathiazine 4,4-dioxide). As a reaction SMILES: [OH:1][C:2]([CH3:23])([CH3:22])[CH:3]([C:8]1[CH:13]=[CH:12][C:11]([CH2:14][CH2:15][N:16]2[CH2:21][CH2:20][O:19][CH2:18][CH2:17]2)=[CH:10][CH:9]=1)[S:4]([NH2:7])(=[O:6])=[O:5].[C:24](OC)(OC)(OC)[O:25][CH3:26]>C(O)(=O)C>[CH3:24][O:25][C:26]1[O:1][C:2]([CH3:23])([CH3:22])[CH:3]([C:8]2[CH:13]=[CH:12][C:11]([CH2:14][CH2:15][N:16]3[CH2:21][CH2:20][O:19][CH2:18][CH2:17]3)=[CH:10][CH:9]=2)[S:4](=[O:5])(=[O:6])[N:7]=1. Procedure details: 2-Hydroxy-2-methyl-1-[4-(2-morpholin-4-ylethyl)phenyl]propane-1-sulfonamide (44 mg) was stirred with tetramethyl orthocarbonate (1 ml) and glacial acetic acid (0.2 ml) at 80° C. for 17 hours. The solvents were removed under reduced pressure. This gave the crude product with a molecular weight of 382.5 g/mol (C18H26N2O5S), which was used without further purification.